Dataset: the Open Reaction Database (ORD), a public repository of structured organic reaction records. Task: describe an organic reaction: reactants, conditions, products, and yield The reactants are NC=1C=CC(=NC1)OC1=CC=C(C=C1)CNCC(=O)N1CCN(CC1)CC1=CC=2OCOC2C=C1 ([(4-(5-aminopyridin-2-yloxy)phenyl]methylamino}-1-(4-piperonylpiperazin-1-yl)ethanone), ClC=1C=C(C=O)C=CC1Cl (3,4-dichlorobenzaldehyde). Solvent: CO (methanol). Product: ClC=1C=C(C=NC=2C=CC(=NC2)OC2=CC=C(C=C2)CNCC(=O)N2CCN(CC2)CC2=CC=3OCOC3C=C2)C=CC1Cl (2-[(4-{5-[(3,4-dichlorobenzylidene)-amino]pyridin-2-yloxy}phenyl)methylamino]-1-(4-piperonylpiperazin-1-yl)ethanone). As a reaction SMILES: [NH2:1][C:2]1[CH:3]=[CH:4][C:5]([O:8][C:9]2[CH:14]=[CH:13][C:12]([CH2:15][NH:16][CH2:17][C:18]([N:20]3[CH2:25][CH2:24][N:23]([CH2:26][C:27]4[CH:35]=[CH:34][C:33]5[O:32][CH2:31][O:30][C:29]=5[CH:28]=4)[CH2:22][CH2:21]3)=[O:19])=[CH:11][CH:10]=2)=[N:6][CH:7]=1.[Cl:36][C:37]1[CH:38]=[C:39]([CH:42]=[CH:43][C:44]=1[Cl:45])[CH:40]=O>CO>[Cl:36][C:37]1[CH:38]=[C:39]([CH:42]=[CH:43][C:44]=1[Cl:45])[CH:40]=[N:1][C:2]1[CH:3]=[CH:4][C:5]([O:8][C:9]2[CH:10]=[CH:11][C:12]([CH2:15][NH:16][CH2:17][C:18]([N:20]3[CH2:25][CH2:24][N:23]([CH2:26][C:27]4[CH:35]=[CH:34][C:33]5[O:32][CH2:31][O:30][C:29]=5[CH:28]=4)[CH2:22][CH2:21]3)=[O:19])=[CH:13][CH:14]=2)=[N:6][CH:7]=1. Reported procedure: 2-{[(4-(5-aminopyridin-2-yloxy)phenyl]methylamino}-1-(4-piperonylpiperazin-1-yl)ethanone (7.80 g, 16.4 mmol) was dissolved in methanol (400 mL), and to the resulting solution was added 3,4-dichlorobenzaldehyde (2.87 g, 16.4 mmol). This solution was refluxed for 16 hours. The resulting reaction solution was concentrated under reduced pressure, to thereby yield 10.4 g of the title compound.